Dataset: the Open Reaction Database (ORD), a public repository of structured organic reaction records. Task: describe an organic reaction: reactants, conditions, products, and yield Reactants: [Br-], COC1=C(C#N)C(=O)NC1=O, CC(C)O, [K+], NN, O. Yields the product N#CC1=C(NN)C(=O)NC1=O. RXN SMILES: [Br-:15].[C:1](#[N:2])[C:3]1=[C:8]([O:9][CH3:10])[C:7](=[O:11])[NH:6][C:4]1=[O:5].[CH:17]([OH:18])([CH3:19])[CH3:20].[K+:16].[NH2:13][NH2:14].[OH2:12]>>[C:1](#[N:2])[C:3]1=[C:8]([NH:13][NH2:14])[C:7](=[O:11])[NH:6][C:4]1=[O:5].